Dataset: the Open Reaction Database (ORD), a public repository of structured organic reaction records. Task: describe an organic reaction: reactants, conditions, products, and yield Starting materials: C1(C=2C(C(N1)=O)=CC=CC2)=O (phthalimide), C1(=CC=CC=C1)P(C1=CC=CC=C1)C1=CC=CC=C1 (triphenylphosphine), N(=NC(=O)OCC)C(=O)OCC (diethyl azodicarboxylate), FC=1C=CC(=C(C(=O)C2=CC=CC=C2)C1)N1C(=NN=C1CO)CCN(C)C (5-fluoro-2-[3-[2-(dimethylamino)ethyl]-5-(hydroxymethyl)-4H-1,2,4-triazol-4-yl]benzophenone). Run in COCCOC (1,2-dimethoxyethane). The product is FC=1C=CC(=C(C(=O)C2=CC=CC=C2)C1)N1C(=NN=C1CN1C(C=2C(C1=O)=CC=CC2)=O)CCN(C)C (5-fluoro-2-[3-[2-(dimethylamino)-ethyl]-5-(phthalimidomethyl)-4H-1,2,4-triazol-4-yl]benzophenone). Reaction SMILES: [F:1][C:2]1[CH:3]=[CH:4][C:5]([N:16]2[C:20]([CH2:21]O)=[N:19][N:18]=[C:17]2[CH2:23][CH2:24][N:25]([CH3:27])[CH3:26])=[C:6]([CH:15]=1)[C:7]([C:9]1[CH:14]=[CH:13][CH:12]=[CH:11][CH:10]=1)=[O:8].[C:28]1(=[O:38])[NH:32][C:31](=[O:33])[C:30]2=[CH:34][CH:35]=[CH:36][CH:37]=[C:29]12.C1(P(C2C=CC=CC=2)C2C=CC=CC=2)C=CC=CC=1.N(C(OCC)=O)=NC(OCC)=O>COCCOC>[F:1][C:2]1[CH:3]=[CH:4][C:5]([N:16]2[C:20]([CH2:21][N:32]3[C:28](=[O:38])[C:29]4=[CH:37][CH:36]=[CH:35][CH:34]=[C:30]4[C:31]3=[O:33])=[N:19][N:18]=[C:17]2[CH2:23][CH2:24][N:25]([CH3:27])[CH3:26])=[C:6]([CH:15]=1)[C:7]([C:9]1[CH:10]=[CH:11][CH:12]=[CH:13][CH:14]=1)=[O:8]. Reported procedure: In the manner given in Example 1B, 5-fluoro-2-[3-[2-(dimethylamino)ethyl]-5-(hydroxymethyl)-4H-1,2,4-triazol-4-yl]benzophenone in 1,2-dimethoxyethane is treated with phthalimide, triphenylphosphine and diethyl azodicarboxylate to give 5-fluoro-2-[3-[2-(dimethylamino)-ethyl]-5-(phthalimidomethyl)-4H-1,2,4-triazol-4-yl]benzophenone. The reactants are CS(=O)(=O)C1=C(C=CC=C1)C1=NC2=CC=CN=C2C=C1C=O (2-(2-(methylsulfonyl)phenyl)-1,5-naphthyridine-3-carbaldehyde), C[Mg]Br (methyl magnesium bromide). Solvent: C1CCOC1 (THF). Reaction conditions: time 2 hour. Product: CS(=O)(=O)C1=C(C=CC=C1)C1=NC2=CC=CN=C2C=C1C(C)O (1-(2-(2-(methylsulfonyl)phenyl)-1,5-naphthyridin-3-yl)ethanol). As a reaction SMILES: [CH3:1][S:2]([C:5]1[CH:10]=[CH:9][CH:8]=[CH:7][C:6]=1[C:11]1[C:20]([CH:21]=[O:22])=[CH:19][C:18]2[C:13](=[CH:14][CH:15]=[CH:16][N:17]=2)[N:12]=1)(=[O:4])=[O:3].[CH3:23][Mg]Br>C1COCC1>[CH3:1][S:2]([C:5]1[CH:10]=[CH:9][CH:8]=[CH:7][C:6]=1[C:11]1[C:20]([CH:21]([OH:22])[CH3:23])=[CH:19][C:18]2[C:13](=[CH:14][CH:15]=[CH:16][N:17]=2)[N:12]=1)(=[O:3])=[O:4]. Procedure details: To a solution of crude of 2-(2-(methylsulfonyl)phenyl)-1,5-naphthyridine-3-carbaldehyde (1.0 g, 3.2 mmol) in THF (25 mL) was added methyl magnesium bromide (3.2 mL, 9.6 mmol) at 0° C. The reaction mixture was stirred for 2 h at same temperature. The reaction mixture was quenched with satd solution of ammonium chloride and extracted with EtOAc. The organic layer was dried over Na2SO4 and concentrated in vacuo to give 1-(2-(2-(methylsulfonyl)phenyl)-1,5-naphthyridin-3-yl)ethanol: LC-MS (ESI) m/z 3... Reactants: C=C1CCN(CC1)C(=O)OC(C)(C)C (tert-butyl 4-methylenepiperidine-1-carboxylate), [OH-].[Na+] (NaOH), B1C2CCCC1CCC2 (9-BBN), COC1=CC=C(CN2N=C(C=3C2=NC=CC3OC3=C(C=C(C=C3)N)F)I)C=C1 (4-(1-(4-methoxybenzyl)-3-iodo-1H-pyrazolo[3,4-b]pyridin-4-yloxy)-3-fluorobenzenamine), C([O-])([O-])=O.[K+].[K+] (potassium carbonate). Reagents/catalysts: C1=CC=C(C=C1)P([C-]2C=CC=C2)C3=CC=CC=C3.C1=CC=C(C=C1)P([C-]2C=CC=C2)C3=CC=CC=C3.Cl[Pd]Cl.[Fe+2] (1,1′-bis(diphenylphosphino)ferrocenedichloropalladium(II)). Run in O (water), O (H2O), CN(C)C=O (DMF). Run at temperature 72 celsius, time 6 hour. Product: NC1=CC(=C(OC2=C3C(=NC=C2)N(N=C3CC3CCN(CC3)C(=O)OC(C)(C)C)CC3=CC=C(C=C3)OC)C=C1)F (tert-butyl 4-((4-(4-amino-2-fluorophenoxy)-1-(4-methoxybenzyl)-1H-pyrazolo[3,4-b]pyridin-3-yl)methyl)piperidine-1-carboxylate). As a reaction SMILES: [CH2:1]=[C:2]1[CH2:7][CH2:6][N:5]([C:8]([O:10][C:11]([CH3:14])([CH3:13])[CH3:12])=[O:9])[CH2:4][CH2:3]1.B1C2CCCC1CCC2.[CH3:24][O:25][C:26]1[CH:51]=[CH:50][C:29]([CH2:30][N:31]2[C:35]3=[N:36][CH:37]=[CH:38][C:39]([O:40][C:41]4[CH:46]=[CH:45][C:44]([NH2:47])=[CH:43][C:42]=4[F:48])=[C:34]3[C:33](I)=[N:32]2)=[CH:28][CH:27]=1.C(=O)([O-])[O-].[K+].[K+].[OH-].[Na+]>CN(C=O)C.C1C=CC(P(C2C=CC=CC=2)[C-]2C=CC=C2)=CC=1.C1C=CC(P(C2C=CC=CC=2)[C-]2C=CC=C2)=CC=1.Cl[Pd]Cl.[Fe+2].O>[NH2:47][C:44]1[CH:45]=[CH:46][C:41]([O:40][C:39]2[CH:38]=[CH:37][N:36]=[C:35]3[N:31]([CH2:30][C:29]4[CH:50]=[CH:51][C:26]([O:25][CH3:24])=[CH:27][CH:28]=4)[N:32]=[C:33]([CH2:1][CH:2]4[CH2:7][CH2:6][N:5]([C:8]([O:10][C:11]([CH3:14])([CH3:13])[CH3:12])=[O:9])[CH2:4][CH2:3]4)[C:34]=23)=[C:42]([F:48])[CH:43]=1 |f:3.4.5,6.7,9.10.11.12|. Procedure: To a 10 mL reaction flask was added tert-butyl 4-methylenepiperidine-1-carboxylate (81 mg, 0.411 mmol) and was purged with N2(g) three times. 9-BBN (0.821 ml, 0.411 mmol) was added and the clear solution refluxed (72° C.) for 1 hour. The reaction was cooled to ambient temperature and then added directly to a mixture of 4-(1-(4-methoxybenzyl)-3-iodo-1H-pyrazolo[3,4-b]pyridin-4-yloxy)-3-fluorobenzenamine (181 mg, 0.370 mmol; prepared as in Example 7, Step B), 1,1′-bis(diphenylphosphino)ferrocenedi... Starting materials: CN1CCN(C2CCN(C(=O)Nc3cc(Oc4ccc(NC(=O)C5(C(=O)OCc6ccccc6)CC5)c(F)c4)ccn3)CC2)CC1, CCOC(C)=O, CCO, C1CCOC1, O. Product: CN1CCN(C2CCN(C(=O)Nc3cc(Oc4ccc(NC(=O)C5(C(=O)O)CC5)c(F)c4)ccn3)CC2)CC1. As a reaction SMILES: [CH2:1]([c:2]1[cH:3][cH:4][cH:5][cH:6][cH:7]1)[O:8][C:9](=[O:10])[C:11]1([C:14]([NH:15][c:16]2[c:17]([F:45])[cH:18][c:19]([O:22][c:23]3[cH:24][c:25]([NH:29][C:30](=[O:31])[N:32]4[CH2:33][CH2:34][CH:35]([N:38]5[CH2:39][CH2:40][N:41]([CH3:44])[CH2:42][CH2:43]5)[CH2:36][CH2:37]4)[n:26][cH:27][cH:28]3)[cH:20][cH:21]2)=[O:46])[CH2:12][CH2:13]1.[CH3:47][CH2:48][O:49][C:50](=[O:51])[CH3:52].[CH3:58][CH2:59][OH:60].[O:53]1[CH2:54][CH2:55][CH2:56][CH2:57]1.[OH2:61]>>[O:8]=[C:9]([OH:10])[C:11]1([C:14]([NH:15][c:16]2[c:17]([F:45])[cH:18][c:19]([O:22][c:23]3[cH:24][c:25]([NH:29][C:30](=[O:31])[N:32]4[CH2:33][CH2:34][CH:35]([N:38]5[CH2:39][CH2:40][N:41]([CH3:44])[CH2:42][CH2:43]5)[CH2:36][CH2:37]4)[n:26][cH:27][cH:28]3)[cH:20][cH:21]2)=[O:46])[CH2:12][CH2:13]1. Yields the product CC1(C)CCC(C)(C)c2cc(Cn3cccn3)c(CCc3ccc(Oc4ccccc4C(=O)O)cc3)cc21. The reactants are CCO, Cc1cccc(C(=O)[O-])c1Oc1ccc(CCc2cc3c(cc2Cn2cccn2)C(C)(C)CCC3(C)C)cc1, Cl, [Li+], [OH-]. RXN SMILES: [CH2:43]([OH:44])[CH3:45].[CH3:1][c:2]1[c:3]([O:11][c:12]2[cH:13][cH:14][c:15]([CH2:18][CH2:19][c:20]3[cH:21][c:22]4[c:27]([cH:28][c:29]3[CH2:30][n:31]3[n:32][cH:33][cH:34][cH:35]3)[C:26]([CH3:36])([CH3:37])[CH2:25][CH2:24][C:23]4([CH3:38])[CH3:39])[cH:16][cH:17]2)[c:4]([C:5](=[O:6])[O-:7])[cH:8][cH:9][cH:10]1.[ClH:40].[Li+:42].[OH-:41]>>[cH:2]1[c:3]([O:11][c:12]2[cH:13][cH:14][c:15]([CH2:18][CH2:19][c:20]3[cH:21][c:22]4[c:27]([cH:28][c:29]3[CH2:30][n:31]3[n:32][cH:33][cH:34][cH:35]3)[C:26]([CH3:36])([CH3:37])[CH2:25][CH2:24][C:23]4([CH3:38])[CH3:39])[cH:16][cH:17]2)[c:4]([C:5](=[O:6])[OH:7])[cH:8][cH:9][cH:10]1. The reactants are C(C)(=O)N1C(C(C2=CC=C(C=C12)C(=O)OC)=C(C1=CC=CC=C1)OCC)=O (1-acetyl-3-(1-ethoxy-1-phenylmethylene)-6-methoxycarbonyl-2-indolinone), FC(C(=O)NCCCN(C1=CC=C(C=C1)N)S(=O)(=O)C)(F)F (N-(3-trifluoroacetylamino-propyl)-N-methylsulphonyl-p-phenylenediamine). Yields the product FC(C(=O)NCCCN(S(=O)(=O)C)C1=CC=C(N\C(\C2=CC=CC=C2)=C\2/C(NC3=CC(=CC=C23)C(=O)OC)=O)C=C1)(F)F (3-Z-[1-(4-(N-(3-trifluoroacetylamino-propyl)-N-methylsulphonyl-amino)-anilino)-1-phenyl-methylene]-6-methoxycarbonyl-2-indolinone). As a reaction SMILES: C([N:4]1[C:12]2[C:7](=[CH:8][CH:9]=[C:10]([C:13]([O:15][CH3:16])=[O:14])[CH:11]=2)[C:6](=[C:17](OCC)[C:18]2[CH:23]=[CH:22][CH:21]=[CH:20][CH:19]=2)[C:5]1=[O:27])(=O)C.[F:28][C:29]([F:49])([F:48])[C:30]([NH:32][CH2:33][CH2:34][CH2:35][N:36]([S:44]([CH3:47])(=[O:46])=[O:45])[C:37]1[CH:42]=[CH:41][C:40]([NH2:43])=[CH:39][CH:38]=1)=[O:31]>>[F:49][C:29]([F:28])([F:48])[C:30]([NH:32][CH2:33][CH2:34][CH2:35][N:36]([C:37]1[CH:38]=[CH:39][C:40]([NH:43]/[C:17](=[C:6]2\[C:5](=[O:27])[NH:4][C:12]3[C:7]\2=[CH:8][CH:9]=[C:10]([C:13]([O:15][CH3:16])=[O:14])[CH:11]=3)/[C:18]2[CH:23]=[CH:22][CH:21]=[CH:20][CH:19]=2)=[CH:41][CH:42]=1)[S:44]([CH3:47])(=[O:45])=[O:46])=[O:31]. Procedure details: Prepared from 1-acetyl-3-(1-ethoxy-1-phenylmethylene)-6-methoxycarbonyl-2-indolinone and N-(3-trifluoroacetylamino-propyl)-N-methylsulphonyl-p-phenylenediamine Rf value: 0.5 (aluminium oxide, methylene chloride/methanol=20:1) C29H27F3N4O6S The reactants are NC1=CC(=C(C(=O)NCC2(CN3CCC2CC3)O)C=C1Cl)OC (4-Amino-5-chloro-N-(3-hydroxy-1-azabicyclo[2.2.2]octan-3-ylmethyl)2-methoxybenzamide), P12(=S)SP3(=S)SP(=S)(S1)SP(=S)(S2)S3 (phosphorus pentasulfide), [S-2].[K+].[K+] (potassium sulfide). Product: NC1=CC(=C(C(=S)NCC2(CN3CCC2CC3)O)C=C1Cl)OC (4-Amino-5-chloro-N-(3-hydroxy-1-azabicyclo[2.2.2]octan-3-ylmethyl)-2-methoxythiobenzamide). Reaction SMILES: [NH2:1][C:2]1[C:20]([Cl:21])=[CH:19][C:5]([C:6]([NH:8][CH2:9][C:10]2([OH:18])[CH:15]3[CH2:16][CH2:17][N:12]([CH2:13][CH2:14]3)[CH2:11]2)=O)=[C:4]([O:22][CH3:23])[CH:3]=1.P12(SP3(SP(SP(S3)(S1)=S)(=S)S2)=S)=[S:25].[S-2].[K+].[K+]>>[NH2:1][C:2]1[C:20]([Cl:21])=[CH:19][C:5]([C:6]([NH:8][CH2:9][C:10]2([OH:18])[CH:15]3[CH2:16][CH2:17][N:12]([CH2:13][CH2:14]3)[CH2:11]2)=[S:25])=[C:4]([O:22][CH3:23])[CH:3]=1 |f:2.3.4|. Reported procedure: 4-Amino-5-chloro-N-(3-hydroxy-1-azabicyclo[2.2.2]octan-3-ylmethyl)2-methoxybenzamide is reacted with phosphorus pentasulfide and potassium sulfide using methods known to those skilled in the art to obtain the title compound.